Dataset: the Open Reaction Database (ORD), a public repository of structured organic reaction records. Task: describe an organic reaction: reactants, conditions, products, and yield Reaction SMILES: [CH3:25][S:26](=[O:27])(=[O:28])[NH:29][C:30]([O:31][C:32]([CH3:33])([CH3:34])[CH3:35])=[O:36].[CH3:61][CH2:62][O:63][C:64](=[O:65])[CH3:66].[Cl:1][c:2]1[cH:3][cH:4][c:5]([S:8](=[O:9])(=[O:10])[CH:11]([CH:12]([CH2:13][CH2:14][OH:15])[CH3:16])[c:17]2[c:18]([F:24])[cH:19][cH:20][c:21]([F:23])[cH:22]2)[cH:6][cH:7]1.[O:56]1[CH2:57][CH2:58][CH2:59][CH2:60]1.[c:37]1([P:38]([c:39]2[cH:40][cH:41][cH:42][cH:43][cH:44]2)[c:45]2[cH:46][cH:47][cH:48][cH:49][cH:50]2)[cH:51][cH:52][cH:53][cH:54][cH:55]1>>[Cl:1][c:2]1[cH:3][cH:4][c:5]([S:8](=[O:9])(=[O:10])[CH:11]([CH:12]([CH2:13][CH2:14][N:29]([S:26]([CH3:25])(=[O:27])=[O:28])[C:30]([O:31][C:32]([CH3:33])([CH3:34])[CH3:35])=[O:36])[CH3:16])[c:17]2[c:18]([F:24])[cH:19][cH:20][c:21]([F:23])[cH:22]2)[cH:6][cH:7]1. The reactants are CC(C)(C)OC(=O)NS(C)(=O)=O, CCOC(C)=O, CC(CCO)C(c1cc(F)ccc1F)S(=O)(=O)c1ccc(Cl)cc1, C1CCOC1, c1ccc(P(c2ccccc2)c2ccccc2)cc1. Yields the product CC(CCN(C(=O)OC(C)(C)C)S(C)(=O)=O)C(c1cc(F)ccc1F)S(=O)(=O)c1ccc(Cl)cc1. Starting materials: CCO, Cl, CCOC(=O)CCC(=O)c1ccc(OCc2cc(F)ccc2F)cc1, [Na+], [OH-]. The product is O=C(O)CCC(=O)c1ccc(OCc2cc(F)ccc2F)cc1. Reaction SMILES: [CH3:29][CH2:30][OH:31].[ClH:28].[F:1][c:2]1[c:3]([CH2:4][O:5][c:6]2[cH:7][cH:8][c:9]([C:12]([CH2:13][CH2:14][C:15](=[O:16])[O:17][CH2:18][CH3:19])=[O:20])[cH:10][cH:11]2)[cH:21][c:22]([F:25])[cH:23][cH:24]1.[Na+:27].[OH-:26]>>[F:1][c:2]1[c:3]([CH2:4][O:5][c:6]2[cH:7][cH:8][c:9]([C:12]([CH2:13][CH2:14][C:15](=[O:16])[OH:17])=[O:20])[cH:10][cH:11]2)[cH:21][c:22]([F:25])[cH:23][cH:24]1. Reactants: C(C1=CC=CC=C1)OC=1C=C(C=CC1)SC1=CC(=C(C=C1)CCC(COP(=O)(OC)OC)(CO[Si](C)(C)C(C)(C)C)NC(=O)OC(C)(C)C)Cl (4-[4-(3-benzyloxyphenylthio)-2-chlorophenyl]-2-t-butoxycarbonylamino-2-t-butyldimethylsiloxymethyl-1-dimethoxyphosphoryloxybutane), [F-].C(CCC)[N+](CCCC)(CCCC)CCCC (tetrabutylammonium fluoride), O (water). The solvent is C1CCOC1 (THF), C1CCOC1 (THF). Conditions: time 1 hour. The product is C(C1=CC=CC=C1)OC=1C=C(C=CC1)SC1=CC(=C(C=C1)CCC(COP(=O)(OC)OC)(CO)NC(=O)OC(C)(C)C)Cl (4-[4-(3-benzyloxyphenylthio)-2-chlorophenyl]-2-t-butoxycarbonylamino-2-hydroxymethyl-1-dimethoxyphosphoryloxybutane). Isolated yield 100.1%. RXN SMILES: [CH2:1]([O:8][C:9]1[CH:10]=[C:11]([S:15][C:16]2[CH:21]=[CH:20][C:19]([CH2:22][CH2:23][C:24]([NH:42][C:43]([O:45][C:46]([CH3:49])([CH3:48])[CH3:47])=[O:44])([CH2:33][O:34][Si](C(C)(C)C)(C)C)[CH2:25][O:26][P:27]([O:31][CH3:32])([O:29][CH3:30])=[O:28])=[C:18]([Cl:50])[CH:17]=2)[CH:12]=[CH:13][CH:14]=1)[C:2]1[CH:7]=[CH:6][CH:5]=[CH:4][CH:3]=1.[F-].C([N+](CCCC)(CCCC)CCCC)CCC.O>C1COCC1>[CH2:1]([O:8][C:9]1[CH:10]=[C:11]([S:15][C:16]2[CH:21]=[CH:20][C:19]([CH2:22][CH2:23][C:24]([NH:42][C:43]([O:45][C:46]([CH3:48])([CH3:47])[CH3:49])=[O:44])([CH2:33][OH:34])[CH2:25][O:26][P:27]([O:29][CH3:30])([O:31][CH3:32])=[O:28])=[C:18]([Cl:50])[CH:17]=2)[CH:12]=[CH:13][CH:14]=1)[C:2]1[CH:7]=[CH:6][CH:5]=[CH:4][CH:3]=1 |f:1.2|. Procedure: To a THF solution (30 mL) of the compound of Example 243 (2.70 g), 1 mol/L tetrabutylammonium fluoride in THF (5 mL) was added and the mixture was stirred for 1 hour at room temperature. Following addition of water, the mixture was extracted with ethyl acetate. The extract was washed with a saturated aqueous solution of sodium chloride and the organic phase was dried over anhydrous sodium sulfate. The solvent was removed by distillation and the residue was purified on a silica gel column chromat... Starting materials: CC1(CC=CC(C1)=O)C (5,5-dimethylcyclohex-2-en-one), C(C)(C)(C)C1=C(C(O[SiH](C)C)Br)C=CC=C1 (2-(tert-Butyl)dimethylsilyloxybenzyl bromide), C=C1C(C(CCC1)(C)C)CC1=C(C=C(C(=C1)OC)Br)O (1-Methylidene-2-(2'-hydroxy-4'-bromo5'-methoxyphenyl)methyl-3,3-dimethylcyclohexane). The product is C=C1C=CCC(C1CC1=C(C=CC=C1)O)(C)C (1-Methylidene-6-(2'-hydroxyphenyl)methyl-5,5-dimethylcyclohex-2-ene). RXN SMILES: CC1(C)CC(=O)C=CC1.C(C1C=CC=CC=1C(Br)O[SiH](C)C)(C)(C)C.[CH2:26]=[C:27]1[CH2:32][CH2:31][CH2:30][C:29]([CH3:34])([CH3:33])[CH:28]1[CH2:35][C:36]1[CH:41]=[C:40](OC)[C:39](Br)=[CH:38][C:37]=1[OH:45]>>[CH2:26]=[C:27]1[CH:28]([CH2:35][C:36]2[CH:41]=[CH:40][CH:39]=[CH:38][C:37]=2[OH:45])[C:29]([CH3:34])([CH3:33])[CH2:30][CH:31]=[CH:32]1. Procedure details: This compound was prepared from 5,5-dimethylcyclohex-2-en-1-one (11) and 2-(tert-butyl)dimethylsilyloxybenzyl bromide (9) in three steps in the manner previously described for the synthesis of olefin 16, affording the desired phenol as a colorless oil. 1H NMR (400MHz, CDCl3) δ0.90 and 1.15 (2s, 2×3H, geminal-CH3 's), 1.85 and 2.24 (d of ABq, 2H, JAB =18.8 Hz, JA =5,5 Hz, JB =0 Hz, 4-H), 2.06 (dd, 1H, J=11.4, 3.2 Hz, 6-H), 3.30 and 2.88 (d of ABq, 2H, JAB =13.5 Hz, JA =11.4 Hz, JB =3.4 Hz, benzyl... Starting materials: C1(=CC=CC=C1)P(CCCP(C1=CC=CC=C1)C1=CC=CC=C1)C1=CC=CC=C1 (1-((3-(diphenylphosphino)propyl)(phenyl)phosphino)benzene), C([O-])([O-])=O.[K+].[K+] (potassium carbonate), Cl (hydrochloric acid), BrC1=C(C=C2C=NN(C2=C1)CC(C)(C)F)OC1=C(C=C(C=C1)F)F (6-Bromo-5-(2,4-difluorophenoxy)-1-(2-fluoro-2-methylpropyl)-1H-indazole). Reagents/catalysts: C(C)(=O)[O-].[Pd+2].C(C)(=O)[O-] (palladium (II) acetate). Solvent: CO.O (methanol water). Run at temperature 60 celsius. Product: FC1=C(OC=2C=C3C=NN(C3=CC2C(=O)O)CC(C)(C)F)C=CC(=C1)F (5-(2,4-difluorophenoxy)-1-(2-fluoro-2-methylpropyl)-1H-indazole-6-carboxylic acid). Yield: 48.4%. Reaction SMILES: Br[C:2]1[CH:10]=[C:9]2[C:5]([CH:6]=[N:7][N:8]2[CH2:11][C:12]([F:15])([CH3:14])[CH3:13])=[CH:4][C:3]=1[O:16][C:17]1[CH:22]=[CH:21][C:20]([F:23])=[CH:19][C:18]=1[F:24].C1(P(C2C=CC=CC=2)CCCP(C2C=CC=CC=2)C2C=CC=CC=2)C=CC=CC=1.[C:54](=O)([O-:56])[O-:55].[K+].[K+].Cl>CO.O.C([O-])(=O)C.[Pd+2].C([O-])(=O)C>[F:24][C:18]1[CH:19]=[C:20]([F:23])[CH:21]=[CH:22][C:17]=1[O:16][C:3]1[CH:4]=[C:5]2[C:9](=[CH:10][C:2]=1[C:54]([OH:56])=[O:55])[N:8]([CH2:11][C:12]([F:15])([CH3:14])[CH3:13])[N:7]=[CH:6]2 |f:2.3.4,6.7,8.9.10|. Procedure details: 6-Bromo-5-(2,4-difluorophenoxy)-1-(2-fluoro-2-methylpropyl)-1H-indazole (1.64 g, 4.11 mmol) was dissolved in 9:1 methanol/water degassed with carbon monoxide (27 mL). To this was added 1-((3-(diphenylphosphino)propyl)(phenyl)phosphino)benzene (85 mg, 0.21 mmol), palladium (II) acetate (46 mg, 0.21 mmol), and potassium carbonate (1.70 g, 12.3 mmol). The reaction mixture was heated to 60° C. for 20 hours. The reaction mixture was then acidified to pH 1 by the addition of 5M hydrochloric acid, and ... The reactants are O=C1CCC(=O)N1Br, O=C(OOC(=O)c1ccccc1)c1ccccc1, ClC(Cl)(Cl)Cl, CCOC(=O)c1sc(N(C)c2ccccc2)nc1C. Product: CCOC(=O)c1sc(N(C)c2ccccc2)nc1CBr. RXN SMILES: [Br:20][N:21]1[C:22](=[O:23])[CH2:24][CH2:25][C:26]1=[O:27].[C:28]([O:29][O:30][C:31](=[O:32])[c:33]1[cH:34][cH:35][cH:36][cH:37][cH:38]1)(=[O:39])[c:40]1[cH:41][cH:42][cH:43][cH:44][cH:45]1.[C:46]([Cl:47])([Cl:48])([Cl:49])[Cl:50].[CH2:1]([CH3:2])[O:3][C:4](=[O:5])[c:6]1[c:7]([CH3:19])[n:8][c:9]([N:11]([c:12]2[cH:13][cH:14][cH:15][cH:16][cH:17]2)[CH3:18])[s:10]1>>[CH2:1]([CH3:2])[O:3][C:4](=[O:5])[c:6]1[c:7]([CH2:19][Br:20])[n:8][c:9]([N:11]([c:12]2[cH:13][cH:14][cH:15][cH:16][cH:17]2)[CH3:18])[s:10]1. Reactants: [BH3-]C#N, O=C(Cl)Oc1ccccc1, Cl, NCc1ccccc1, [Na+], [Na+], [Na+], O=C([O-])[O-], O=CCC(O)C(O)CO, C1COCCO1, O. The product is O=C(Oc1ccccc1)N(CCC(O)C(O)CO)Cc1ccccc1. As a reaction SMILES: [C:19]([BH3-:20])#[N:21].[Cl:29][C:30](=[O:31])[O:32][c:33]1[cH:34][cH:35][cH:36][cH:37][cH:38]1.[ClH:9].[NH2:1][CH2:2][c:3]1[cH:4][cH:5][cH:6][cH:7][cH:8]1.[Na+:22].[Na+:23].[Na+:24].[O-:25][C:26](=[O:27])[O-:28].[O:10]=[CH:11][CH2:12][CH:13]([OH:14])[CH:15]([OH:16])[CH2:17][OH:18].[O:40]1[CH2:41][CH2:42][O:43][CH2:44][CH2:45]1.[OH2:39]>>[N:1]([CH2:2][c:3]1[cH:4][cH:5][cH:6][cH:7][cH:8]1)([CH2:11][CH2:12][CH:13]([OH:14])[CH:15]([OH:16])[CH2:17][OH:18])[C:30](=[O:31])[O:32][c:33]1[cH:34][cH:35][cH:36][cH:37][cH:38]1. The reactants are CC(=O)O[BH-](OC(C)=O)OC(C)=O, CCCCCCN, CC1(C)OC(=O)c2cc(C=O)ccc2O1, CC(=O)O, ClCCl, [Na+]. Yields the product CCCCCCNCc1ccc2c(c1)C(=O)OC(C)(C)O2. RXN SMILES: [C:27]([O:28][BH-:29]([O:30][C:31](=[O:32])[CH3:33])[O:34][C:35](=[O:36])[CH3:37])(=[O:38])[CH3:39].[CH2:16]([CH2:17][CH2:18][CH2:19][CH2:20][CH3:21])[NH2:22].[CH3:1][C:2]1([CH3:15])[O:3][C:4](=[O:14])[c:5]2[c:6]([cH:8][cH:9][c:10]([CH:12]=[O:13])[cH:11]2)[O:7]1.[CH3:23][C:24](=[O:25])[OH:26].[Cl:41][CH2:42][Cl:43].[Na+:40]>>[CH3:1][C:2]1([CH3:15])[O:3][C:4](=[O:14])[c:5]2[c:6]([cH:8][cH:9][c:10]([CH2:12][NH:22][CH2:16][CH2:17][CH2:18][CH2:19][CH2:20][CH3:21])[cH:11]2)[O:7]1.